This data is from the Open Reaction Database (ORD), a public repository of structured organic reaction records. The task is: describe an organic reaction: reactants, conditions, products, and yield Starting materials: CS(C)=O, NC1CCC(N)CC1, Fc1cccc(CNc2cncc(-c3ccnc(F)c3)n2)c1. Yields the product NC1CCC(Nc2cc(-c3cncc(NCc4cccc(F)c4)n3)ccn2)CC1. As a reaction SMILES: [CH3:31][S:32]([CH3:33])=[O:34].[CH:23]1([NH2:30])[CH2:24][CH2:25][CH:26]([NH2:29])[CH2:27][CH2:28]1.[F:1][c:2]1[cH:3][c:4]([CH2:5][NH:6][c:7]2[n:8][c:9](-[c:13]3[cH:14][c:15]([F:19])[n:16][cH:17][cH:18]3)[cH:10][n:11][cH:12]2)[cH:20][cH:21][cH:22]1>>[F:1][c:2]1[cH:3][c:4]([CH2:5][NH:6][c:7]2[n:8][c:9](-[c:13]3[cH:14][c:15]([NH:29][CH:26]4[CH2:25][CH2:24][CH:23]([NH2:30])[CH2:28][CH2:27]4)[n:16][cH:17][cH:18]3)[cH:10][n:11][cH:12]2)[cH:20][cH:21][cH:22]1. Starting materials: CNC(C)C\C=C\C1=CC(=C(C=C1)C)NC(C)=O ((4E)-N-methyl-5-(3-acetamido-4-methylphenyl)-4-penten-2-amine), O=C([C@H](O)[C@@H](O)[C@@H](O)[C@H](O)C(=O)O)O (galactaric acid), O (water). Run in C(C)O (ethanol). Yields the product O=C([C@H](O)[C@@H](O)[C@@H](O)[C@H](O)C(=O)O)O.CNC(C)C\C=C\C1=CC(=C(C=C1)C)NC(C)=O.CNC(C)C\C=C\C1=CC(=C(C=C1)C)NC(C)=O ((4E)-N-Methyl-5-(3-acetamido-4-methylphenyl)-4-penten-2-amine Hemigalactarate). Isolated yield 83.4%. As a reaction SMILES: [CH3:1][NH:2][CH:3]([CH2:5]/[CH:6]=[CH:7]/[C:8]1[CH:13]=[CH:12][C:11]([CH3:14])=[C:10]([NH:15][C:16](=[O:18])[CH3:17])[CH:9]=1)[CH3:4].[O:19]=[C:20]([OH:32])[C@@H:21]([C@H:23]([C@H:25]([C@@H:27]([C:29]([OH:31])=[O:30])[OH:28])[OH:26])[OH:24])[OH:22].O>C(O)C>[O:19]=[C:20]([OH:32])[C@@H:21]([C@H:23]([C@H:25]([C@@H:27]([C:29]([OH:31])=[O:30])[OH:28])[OH:26])[OH:24])[OH:22].[CH3:1][NH:2][CH:3]([CH2:5]/[CH:6]=[CH:7]/[C:8]1[CH:13]=[CH:12][C:11]([CH3:14])=[C:10]([NH:15][C:16](=[O:18])[CH3:17])[CH:9]=1)[CH3:4].[CH3:1][NH:2][CH:3]([CH2:5]/[CH:6]=[CH:7]/[C:8]1[CH:13]=[CH:12][C:11]([CH3:14])=[C:10]([NH:15][C:16](=[O:18])[CH3:17])[CH:9]=1)[CH3:4] |f:4.5.6|. Reported procedure: To a hot solution of (4E)-N-methyl-5-(3-acetamido-4-methylphenyl)-4-penten-2-amine (600 mg, 2.43 mmol) in ethanol (40 mL) was added galactaric acid (256 mg, 2.20 mmol). The mixture was heated to reflux and water (0.5 mL) was added drop-wise. The clear solution was filtered to remove some insoluble particles. The filtrate was concentrated to 25 mL and cooled to ambient temperature. The precipitate was filtered, washed with anhydrous ether and dried in a vacuum oven at 45° C. for 16 h to yield 712... Reactants: COc1ccc(Br)cc1CCc1c(F)cccc1C(=O)O, C1CCOC1, O=S(Cl)Cl. Product: COc1ccc(Br)cc1CCc1c(F)cccc1C(=O)Cl. RXN SMILES: [Br:1][c:2]1[cH:3][cH:4][c:5]([O:20][CH3:21])[c:6]([CH2:8][CH2:9][c:10]2[c:11]([C:12](=[O:13])[OH:14])[cH:15][cH:16][cH:17][c:18]2[F:19])[cH:7]1.[CH2:26]1[O:27][CH2:28][CH2:29][CH2:30]1.[S:22]([Cl:23])([Cl:24])=[O:25]>>[Br:1][c:2]1[cH:3][cH:4][c:5]([O:20][CH3:21])[c:6]([CH2:8][CH2:9][c:10]2[c:11]([C:12](=[O:13])[Cl:24])[cH:15][cH:16][cH:17][c:18]2[F:19])[cH:7]1. Reactants: CCN(C(C)C)C(C)C, Cc1nc(C(F)(F)F)ccc1C(=O)Cl, CCCCCC, NCC1(CC2CC2)CCC(S(=O)(=O)CC2CC2)CC1, ClCCl, O. Yields the product Cc1nc(C(F)(F)F)ccc1C(=O)NCC1(CC2CC2)CCC(S(=O)(=O)CC2CC2)CC1. As a reaction SMILES: [CH2:20]([N:21]([CH:22]([CH3:23])[CH3:24])[CH:25]([CH3:26])[CH3:27])[CH3:28].[CH3:29][c:30]1[c:31]([C:32](=[O:33])[Cl:34])[cH:35][cH:36][c:37]([C:39]([F:40])([F:41])[F:42])[n:38]1.[CH3:47][CH2:48][CH2:49][CH2:50][CH2:51][CH3:52].[CH:1]1([CH2:4][S:5](=[O:6])(=[O:7])[CH:8]2[CH2:9][CH2:10][C:11]([CH2:14][CH:15]3[CH2:16][CH2:17]3)([CH2:18][NH2:19])[CH2:12][CH2:13]2)[CH2:2][CH2:3]1.[Cl:44][CH2:45][Cl:46].[OH2:43]>>[CH:1]1([CH2:4][S:5](=[O:6])(=[O:7])[CH:8]2[CH2:9][CH2:10][C:11]([CH2:14][CH:15]3[CH2:16][CH2:17]3)([CH2:18][NH:19][C:32]([c:31]3[c:30]([CH3:29])[n:38][c:37]([C:39]([F:40])([F:41])[F:42])[cH:36][cH:35]3)=[O:33])[CH2:12][CH2:13]2)[CH2:2][CH2:3]1. Starting materials: NC=1C(=NC(=C(C1NCCNC(OC(C)(C)C)=O)C)C)OC1=CC=CC=C1 (tert-butyl 2-[(3-amino-5,6-dimethyl-2-phenoxypyridin-4-yl)amino]ethylcarbamate), C(C)(OCC)(OCC)OCC (triethyl orthoacetate), Cl.N1=CC=CC=C1 (pyridine hydrochloride), C1(=CC=CC=C1)C (toluene). Yield: 100.0%. Procedure details: A mixture of tert-butyl 2-[(3-amino-5,6-dimethyl-2-phenoxypyridin-4-yl)amino]ethylcarbamate (43.7 g, 117 mmol), triethyl orthoacetate (22.6 mL, 123 mmol), pyridine hydrochloride (4.4 g) and toluene (440 mL) was heated at reflux for 30 minutes. The reaction mixture was concentrated under reduced pressure to provide a brown oil. The oil was dissolved in ethyl acetate (1 L) and washed with water (2×500 mL). The aqueous washes were combined and extracted with ethyl acetate (2×500 mL). The combined o... Run in C(C)(=O)OCC (ethyl acetate). Yields the product CC=1N(C2=C(C(=NC(=C2C)C)OC2=CC=CC=C2)N1)CCNC(OC(C)(C)C)=O (tert-butyl 2-(2,6,7-trimethyl-4-phenoxy-1H-imidazo[4,5-c]pyridin-1-yl)ethylcarbamate). RXN SMILES: [NH2:1][C:2]1[C:3]([O:21][C:22]2[CH:27]=[CH:26][CH:25]=[CH:24][CH:23]=2)=[N:4][C:5]([CH3:20])=[C:6]([CH3:19])[C:7]=1[NH:8][CH2:9][CH2:10][NH:11][C:12](=[O:18])[O:13][C:14]([CH3:17])([CH3:16])[CH3:15].[C:28](OCC)(OCC)(OCC)[CH3:29].Cl.N1C=CC=CC=1.C1(C)C=CC=CC=1>C(OCC)(=O)C>[CH3:28][C:29]1[N:8]([CH2:9][CH2:10][NH:11][C:12](=[O:18])[O:13][C:14]([CH3:17])([CH3:16])[CH3:15])[C:7]2[C:6]([CH3:19])=[C:5]([CH3:20])[N:4]=[C:3]([O:21][C:22]3[CH:23]=[CH:24][CH:25]=[CH:26][CH:27]=3)[C:2]=2[N:1]=1 |f:2.3|. Reported procedure: 6.86 g (19.5 mmol) of ethyl 6-(2,4-dichlorophenyl)-4-oxo-4,5-dihydropyrazolo[1,5-a]pyrazine-2-carboxylate (Example 11A) were dissolved in 50 ml of phosphoryl chloride and stirred at reflux for 12 h. The reaction mixture was poured into 1.25 l of saturated sodium bicarbonate solution, and solid sodium bicarbonate was added until a pH of 7 had been reached. The solid was filtered off and dissolved in dichloromethane and chromatographed on silica gel (mobile phase cyclohexane/ethyl acetate 10:1). T... As a reaction SMILES: [Cl:1][C:2]1[CH:7]=[C:6]([Cl:8])[CH:5]=[CH:4][C:3]=1[C:9]1[NH:10][C:11](=O)[C:12]2[N:13]([N:15]=[C:16]([C:18]([O:20][CH2:21][CH3:22])=[O:19])[CH:17]=2)[CH:14]=1.C(=O)(O)[O-].[Na+].P(Cl)(Cl)([Cl:31])=O>>[Cl:31][C:11]1[C:12]2[N:13]([N:15]=[C:16]([C:18]([O:20][CH2:21][CH3:22])=[O:19])[CH:17]=2)[CH:14]=[C:9]([C:3]2[CH:4]=[CH:5][C:6]([Cl:8])=[CH:7][C:2]=2[Cl:1])[N:10]=1 |f:1.2|. The reactants are C([O-])(O)=O.[Na+] (sodium bicarbonate), C([O-])(O)=O.[Na+] (sodium bicarbonate), ClC1=C(C=CC(=C1)Cl)C=1NC(C=2N(C1)N=C(C2)C(=O)OCC)=O (Ethyl 6-(2,4-dichlorophenyl)-4-oxo-4,5-dihydropyrazolo[1,5-a]pyrazine-2-carboxylate), P(=O)(Cl)(Cl)Cl (phosphoryl chloride). Yields the product ClC=1C=2N(C=C(N1)C1=C(C=C(C=C1)Cl)Cl)N=C(C2)C(=O)OCC (Ethyl 4-chloro-6-(2,4-dichlorophenyl)pyrazolo[1,5-a]pyrazine-2-carboxylate).